Dataset: the Open Reaction Database (ORD), a public repository of structured organic reaction records. Task: describe an organic reaction: reactants, conditions, products, and yield Starting materials: NC1=CC=C(C=N1)OC=1C=CC(=C(C1)NC(=O)C1=CC(=NN1C)C)C (N-{5-[(6-aminopyridin-3-yl)oxy]-2-methylphenyl}-1,3-dimethyl-1H-pyrazole-5-carboxamide), N(=C=S)C(=O)OCC (ethyl isothiocyanatoformate), CS(=O)C (DMSO). Run in O (water). Reaction conditions: time 15 hour. Product: CN1N=C(C=C1C(=O)NC=1C=C(OC=2C=CC(=NC2)NC(=S)NC(OCC)=O)C=CC1C)C (ethyl ({[5-(3-{[(1,3-dimethyl-1H-pyrazol-5-yl) carbonyl]amino}-4-methylphenoxy)pyridin-2-yl]amino}carbonothioyl)carbamate). Isolated yield 94.3%. Reaction SMILES: [NH2:1][C:2]1[N:7]=[CH:6][C:5]([O:8][C:9]2[CH:10]=[CH:11][C:12]([CH3:25])=[C:13]([NH:15][C:16]([C:18]3[N:22]([CH3:23])[N:21]=[C:20]([CH3:24])[CH:19]=3)=[O:17])[CH:14]=2)=[CH:4][CH:3]=1.[N:26]([C:29]([O:31][CH2:32][CH3:33])=[O:30])=[C:27]=[S:28].CS(C)=O>O>[CH3:23][N:22]1[C:18]([C:16]([NH:15][C:13]2[CH:14]=[C:9]([CH:10]=[CH:11][C:12]=2[CH3:25])[O:8][C:5]2[CH:4]=[CH:3][C:2]([NH:1][C:27]([NH:26][C:29](=[O:30])[O:31][CH2:32][CH3:33])=[S:28])=[N:7][CH:6]=2)=[O:17])=[CH:19][C:20]([CH3:24])=[N:21]1. Procedure: A mixture of N-{5-[(6-aminopyridin-3-yl)oxy]-2-methylphenyl}-1,3-dimethyl-1H-pyrazole-5-carboxamide (214 mg, 0.634 mmol), ethyl isothiocyanatoformate (108 mg, 0.824 mmol) and DMSO (5 mL) was stirred at room temperature for 15 hr. The reaction mixture was diluted with water and extracted with ethyl acetate (×3). The organic layer was washed with saturated brine, dried over anhydrous magnesium sulfate and filtrated. The filtrate was concentrated under reduced pressure, and the residue was collecte... Reactants: C(C)(C)(C)C1=CC(=C(C=N1)C=1N([C@]([C@](N1)(C)C1=CC=C(C=C1)Cl)(C)C1=CC=C(C=C1)Cl)C(=O)Cl)OCC ((4S,5R)-2-(6-tert-butyl-4-ethoxy-pyridin-3-yl)-4,5-bis-(4-chloro-phenyl)-4,5-dimethyl-4,5-dihydro-imidazole-1-carbonyl chloride), Cl.O=C1CN(CCN1)C1CCNCC1 (4-(3-oxo-piperazin-1-yl)-piperidine hydrochloride). Yields the product C(C)(C)(C)C1=CC(=C(C=N1)C=1N([C@]([C@](N1)(C)C1=CC=C(C=C1)Cl)(C)C1=CC=C(C=C1)Cl)C(=O)N1CCC(CC1)N1CC(NCC1)=O)OCC (4-{1-[(4S,5R)-2-(6-tert-Butyl-4-ethoxy-pyridin-3-yl)-4,5-bis-(4-chloro-phenyl)-4,5-dimethyl-4,5-dihydro-imidazole-1-carbonyl]-piperidin-4-yl}-piperazin-2-one). RXN SMILES: [C:1]([C:5]1[N:10]=[CH:9][C:8]([C:11]2[N:12]([C:32](Cl)=[O:33])[C@@:13]([C:25]3[CH:30]=[CH:29][C:28]([Cl:31])=[CH:27][CH:26]=3)([CH3:24])[C@@:14]([C:17]3[CH:22]=[CH:21][C:20]([Cl:23])=[CH:19][CH:18]=3)([CH3:16])[N:15]=2)=[C:7]([O:35][CH2:36][CH3:37])[CH:6]=1)([CH3:4])([CH3:3])[CH3:2].Cl.[O:39]=[C:40]1[NH:45][CH2:44][CH2:43][N:42]([CH:46]2[CH2:51][CH2:50][NH:49][CH2:48][CH2:47]2)[CH2:41]1>>[C:1]([C:5]1[N:10]=[CH:9][C:8]([C:11]2[N:12]([C:32]([N:49]3[CH2:48][CH2:47][CH:46]([N:42]4[CH2:43][CH2:44][NH:45][C:40](=[O:39])[CH2:41]4)[CH2:51][CH2:50]3)=[O:33])[C@@:13]([C:25]3[CH:30]=[CH:29][C:28]([Cl:31])=[CH:27][CH:26]=3)([CH3:24])[C@@:14]([C:17]3[CH:18]=[CH:19][C:20]([Cl:23])=[CH:21][CH:22]=3)([CH3:16])[N:15]=2)=[C:7]([O:35][CH2:36][CH3:37])[CH:6]=1)([CH3:2])([CH3:3])[CH3:4] |f:1.2|. Reported procedure: In a manner analogous to the method described in examples 8, (4S,5R)-2-(6-tert-butyl-4-ethoxy-pyridin-3-yl)-4,5-bis-(4-chloro-phenyl)-4,5-dimethyl-4,5-dihydro-imidazole-1-carbonyl chloride (example 51) was coupled with 4-(3-oxo-piperazin-1-yl)-piperidine hydrochloride to give the title compound. HR-MS (ES, m/z) calculated for C38H47Cl2N6O3 [(M+H)+] 705.3081, observed 705.3081. The reactants are CN(C)C=O, C#CCCCCl, NC(=O)C(F)(F)F, [H-], [I-], [K+], [Na+], [Na+], O, O=P([O-])(O)O. The product is C#CCCCNC(=O)C(F)(F)F. RXN SMILES: [CH3:24][N:25]([CH3:26])[CH:27]=[O:28].[Cl:3][CH2:4][CH2:5][CH2:6][C:7]#[CH:8].[F:9][C:10]([C:11](=[O:12])[NH2:13])([F:14])[F:15].[H-:1].[I-:17].[K+:18].[Na+:16].[Na+:2].[OH2:29].[OH:19][P:20](=[O:21])([O-:22])[OH:23]>>[CH2:4]([CH2:5][CH2:6][C:7]#[CH:8])[NH:13][C:11]([C:10]([F:9])([F:14])[F:15])=[O:12].